From a dataset of the Open Reaction Database (ORD), a public repository of structured organic reaction records. describe an organic reaction: reactants, conditions, products, and yield The reactants are [BH4-].[Na+] (Sodium borohydride), C(C)(C)(C)C1=CC=C(C=C1)\C(=C/CN1C(C2=CC=CC=C2C1=O)=O)\C=1NC(C(=CC1)Cl)=O (2-[(2E)-3-(4-tert-butylphenyl)-3-(5-chloro-6-oxo-1,6-dihydropyridin-2-yl)prop-2-en-1-yl]-1H-isoindole-1,3(2H)-dione), O (Water). Run in CO (methanol). Run at time 1 hour. The product is C(C)(C)(C)C1=CC=C(C=C1)\C(=C/CN1C(C2=CC=CC=C2C1)=O)\C=1NC(C(=CC1)Cl)=O (2-[(2E)-3-(4-tert-Butylphenyl)-3-(5-chloro-6-oxo-1,6-dihydropyridin-2-yl)prop-2-en-1-yl]-2,3-dihydro-1H-isoindol-1-one). Isolated yield 22.7%. RXN SMILES: [BH4-].[Na+].[C:3]([C:7]1[CH:12]=[CH:11][C:10](/[C:13](/[C:27]2[NH:28][C:29](=[O:34])[C:30]([Cl:33])=[CH:31][CH:32]=2)=[CH:14]\[CH2:15][N:16]2[C:24](=O)[C:23]3[C:18](=[CH:19][CH:20]=[CH:21][CH:22]=3)[C:17]2=[O:26])=[CH:9][CH:8]=1)([CH3:6])([CH3:5])[CH3:4].O>CO>[C:3]([C:7]1[CH:12]=[CH:11][C:10](/[C:13](/[C:27]2[NH:28][C:29](=[O:34])[C:30]([Cl:33])=[CH:31][CH:32]=2)=[CH:14]\[CH2:15][N:16]2[CH2:24][C:23]3[C:18](=[CH:19][CH:20]=[CH:21][CH:22]=3)[C:17]2=[O:26])=[CH:9][CH:8]=1)([CH3:6])([CH3:4])[CH3:5] |f:0.1|. Reported procedure: Sodium borohydride (52 mg) was added to a suspension of 2-[(2E)-3-(4-tert-butylphenyl)-3-(5-chloro-6-oxo-1,6-dihydropyridin-2-yl)prop-2-en-1-yl]-1H-isoindole-1,3(2H)-dione (50 mg) in methanol (2 mL) under ice-cooling, and the mixture was stirred at room temperature for one hour. Water was added to the reaction solution, followed by extraction with chloroform. The organic layer was dried over sodium sulfate and filtered. The solvent was then evaporated under reduced pressure. A solution of the re... The reactants are Cc1c[nH]c2c(Br)ccc([N+](=O)[O-])c2c1=O, O=C([O-])[O-], C1COCCO1, CCOC(=O)C1CC=C(B2OC(C)(C)C(C)(C)O2)CC1, [Na+], [Na+], O, c1ccc(P(c2ccccc2)(c2ccccc2)[Pd](P(c2ccccc2)(c2ccccc2)c2ccccc2)(P(c2ccccc2)(c2ccccc2)c2ccccc2)P(c2ccccc2)(c2ccccc2)c2ccccc2)cc1. The product is CCOC(=O)C1CC=C(c2ccc([N+](=O)[O-])c3c(=O)c(C)c[nH]c23)CC1. As a reaction SMILES: [Br:1][c:2]1[cH:3][cH:4][c:5]([N+:14](=[O:15])[O-:16])[c:6]2[c:7](=[O:13])[c:8]([CH3:12])[cH:9][nH:10][c:11]12.[C:37](=[O:38])([O-:39])[O-:40].[CH2:43]1[O:44][CH2:45][CH2:46][O:47][CH2:48]1.[CH3:17][C:18]1([CH3:19])[C:20]([CH3:21])([CH3:22])[O:23][B:24]([C:25]2=[CH:26][CH2:27][CH:28]([C:31](=[O:32])[O:33][CH2:34][CH3:35])[CH2:29][CH2:30]2)[O:36]1.[Na+:41].[Na+:42].[OH2:49].[cH:50]1[cH:51][cH:52][c:53]([P:54]([Pd:55]([P:56]([c:57]2[cH:58][cH:59][cH:60][cH:61][cH:62]2)([c:63]2[cH:64][cH:65][cH:66][cH:67][cH:68]2)[c:69]2[cH:70][cH:71][cH:72][cH:73][cH:74]2)([P:75]([c:76]2[cH:77][cH:78][cH:79][cH:80][cH:81]2)([c:82]2[cH:83][cH:84][cH:85][cH:86][cH:87]2)[c:88]2[cH:89][cH:90][cH:91][cH:92][cH:93]2)[P:94]([c:95]2[cH:96][cH:97][cH:98][cH:99][cH:100]2)([c:101]2[cH:102][cH:103][cH:104][cH:105][cH:106]2)[c:107]2[cH:108][cH:109][cH:110][cH:111][cH:112]2)([c:113]2[cH:114][cH:115][cH:116][cH:117][cH:118]2)[c:119]2[cH:120][cH:121][cH:122][cH:123][cH:124]2)[cH:125][cH:126]1>>[c:2]1([C:25]2=[CH:26][CH2:27][CH:28]([C:31](=[O:32])[O:33][CH2:34][CH3:35])[CH2:29][CH2:30]2)[cH:3][cH:4][c:5]([N+:14](=[O:15])[O-:16])[c:6]2[c:7](=[O:13])[c:8]([CH3:12])[cH:9][nH:10][c:11]12. The reactants are [H-].[Al+3].[Li+].[H-].[H-].[H-] (Lithium aluminum hydride), S(=O)(=O)([O-])[O-].[Na+].[Na+] (sodium sulfate), C(C)OC(=O)C=1C=NN(C1)C1=CC=CC=C1 (1-phenyl-1H-pyrazole-4-carboxylic acid ethyl ester), [OH-].[Na+] (sodium hydroxide). Run in O1CCCC1 (tetrahydrofuran), O (water). Run at time 1.5 hour. Product: C1(=CC=CC=C1)N1N=CC(=C1)CO ((1-phenyl-1H-pyrazol-4-yl)methanol). Isolated yield 91.9%. Reaction SMILES: [H-].[Al+3].[Li+].[H-].[H-].[H-].C([O:9][C:10]([C:12]1[CH:13]=[N:14][N:15]([C:17]2[CH:22]=[CH:21][CH:20]=[CH:19][CH:18]=2)[CH:16]=1)=O)C.[OH-].[Na+].S([O-])([O-])(=O)=O.[Na+].[Na+]>O1CCCC1.O>[C:17]1([N:15]2[CH:16]=[C:12]([CH2:10][OH:9])[CH:13]=[N:14]2)[CH:22]=[CH:21][CH:20]=[CH:19][CH:18]=1 |f:0.1.2.3.4.5,7.8,9.10.11|. Procedure details: Lithium aluminum hydride (3.51 g) was suspended in tetrahydrofuran (200 mL), 1-phenyl-1H-pyrazole-4-carboxylic acid ethyl ester (20 g) synthesized in Reference Example 16 was added under ice-cooling, and the mixture was stirred at room temperature for 1.5 hr. The reaction mixture was ice-cooled, water (7 mL) and aqueous sodium hydroxide solution (1 mol/L, 3.5 mL) were successively added dropwise. After warming to room temperature, the mixture was stirred for 30 min. Anhydrous sodium sulfate was ... Starting materials: FC1=CC=C(C=C1)[C@@H]1N(C(OC1)=O)C1=NC=2N(C=C1)N=CC2C2=CC=C(C=C2)C2=NN(C=C2)COCC[Si](C)(C)C ((S)-4-(4-fluorophenyl)-3-(3-(4-(1-((2-(trimethylsilyl)ethoxy)methyl)-1H-pyrazol-3-yl)phenyl)pyrazolo[1,5-a]pyrimidin-5-yl)oxazolidin-2-one), C(=O)(C(F)(F)F)O (TFA). Solvent: C(Cl)Cl (DCM). Reaction conditions: time 4 hour. The product is N1N=C(C=C1)C1=CC=C(C=C1)C=1C=NN2C1N=C(C=C2)N2C(OC[C@@H]2C2=CC=C(C=C2)F)=O ((S)-3-(3-(4-(1H-pyrazol-3-yl)phenyl)pyrazolo[1,5-a]pyrimidin-5-yl)-4-(4-fluorophenyl)oxazolidin-2-one). The yield is 56.8%. Reaction SMILES: [F:1][C:2]1[CH:7]=[CH:6][C:5]([C@H:8]2[CH2:12][O:11][C:10](=[O:13])[N:9]2[C:14]2[CH:19]=[CH:18][N:17]3[N:20]=[CH:21][C:22]([C:23]4[CH:28]=[CH:27][C:26]([C:29]5[CH:33]=[CH:32][N:31](COCC[Si](C)(C)C)[N:30]=5)=[CH:25][CH:24]=4)=[C:16]3[N:15]=2)=[CH:4][CH:3]=1.C(O)(C(F)(F)F)=O>C(Cl)Cl>[NH:31]1[CH:32]=[CH:33][C:29]([C:26]2[CH:25]=[CH:24][C:23]([C:22]3[CH:21]=[N:20][N:17]4[CH:18]=[CH:19][C:14]([N:9]5[C@@H:8]([C:5]6[CH:6]=[CH:7][C:2]([F:1])=[CH:3][CH:4]=6)[CH2:12][O:11][C:10]5=[O:13])=[N:15][C:16]=34)=[CH:28][CH:27]=2)=[N:30]1. Procedure details: To (S)-4-(4-fluorophenyl)-3-(3-(4-(1-((2-(trimethylsilyl)ethoxy)methyl)-1H-pyrazol-3-yl)phenyl)pyrazolo[1,5-a]pyrimidin-5-yl)oxazolidin-2-one (80 mg, 0.14 mmol) in DCM (4 mL) was added TFA (1 mL) and the reaction was stirred for 4 hours at ambient temperature. The reaction was concentrated to dryness, and 7N ammonia in methanol was added to the residue. After concentration to dryness, the residue was purified by reverse phase chromatography (SP4, 12M, water/CH3CN 100:0 to 0:100, 20 column volume... The reactants are C(CCC)C=1N=NC(=CC1C1=CC=C(C=C1)OC1CCCCC1)OC1CCN(CC1)C (3-butyl-4-(4-cyclohexyloxy-phenyl)-6-(1-methyl-piperidin-4-yloxy)-pyridazine), [N+](=O)([O-])[O-].[Na+] (sodium nitrate). Run in O.CCOC(=O)C (water EtOAc), C(=O)(O)[O-].[Na+] (NaHCO3), C(=O)(C(F)(F)F)O (TFA). Reaction conditions: time 8 hour. The product is C(CCC)C=1N=NC(=CC1C1=CC(=C(C=C1)OC1CCCCC1)[N+](=O)[O-])OC1CCN(CC1)C (3-butyl-4-(4-cyclohexyloxy-3-nitro-phenyl)-6-(1-methyl-piperidin-4-yloxy)-pyridazine). Isolated yield 65.9%. RXN SMILES: [CH2:1]([C:5]1[N:6]=[N:7][C:8]([O:24][CH:25]2[CH2:30][CH2:29][N:28]([CH3:31])[CH2:27][CH2:26]2)=[CH:9][C:10]=1[C:11]1[CH:16]=[CH:15][C:14]([O:17][CH:18]2[CH2:23][CH2:22][CH2:21][CH2:20][CH2:19]2)=[CH:13][CH:12]=1)[CH2:2][CH2:3][CH3:4].[N+:32]([O-])([O-:34])=[O:33].[Na+]>C(O)(C(F)(F)F)=O.O.CCOC(C)=O.C([O-])(O)=O.[Na+]>[CH2:1]([C:5]1[N:6]=[N:7][C:8]([O:24][CH:25]2[CH2:30][CH2:29][N:28]([CH3:31])[CH2:27][CH2:26]2)=[CH:9][C:10]=1[C:11]1[CH:12]=[CH:13][C:14]([O:17][CH:18]2[CH2:23][CH2:22][CH2:21][CH2:20][CH2:19]2)=[C:15]([N+:32]([O-:34])=[O:33])[CH:16]=1)[CH2:2][CH2:3][CH3:4] |f:1.2,4.5,6.7|. Reported procedure: To a solution of 3-butyl-4-(4-cyclohexyloxy-phenyl)-6-(1-methyl-piperidin-4-yloxy)-pyridazine (Example 14, 10 mmol, 4.24 g) in TFA (10 mL) was added sodium nitrate (12 mmol, 1.02 g) at 0° C. The mixture was allowed to warm up to room temperature and stirred for 8 hours. The mixture was then diluted with water/EtOAc, neutralized slowly with NaHCO3 powder. The organic layers were combined, dried, and condensed in vacuo and the residue was purified by silica gel chromatography (DCM to DCM+10% MeOH)... Starting materials: ClC=1N=CNC1Cl (4,5-Dichloroimidazole), [OH-].[K+] (Potassium hydroxide), BrCC (1-bromethane), [K+].[Br-] (KBr), BrCCC1=CC=CC2=CC=CC=C12 (1-(2-bromoethyl)naphthalene). The solvent is C(C)#N (acetonitrile). Conditions: time 0.5 hour. Product: [Br-].C(CCCCCCC)[N+]1=CN(C(=C1Cl)Cl)C1=C(C=CC2=CC=CC=C12)CC (1-octyl-3-(2-ethyl-1-naphthyl)-4,5-dichloroimidazolium bromide). As a reaction SMILES: [Cl:1][C:2]1[N:3]=[CH:4][NH:5][C:6]=1[Cl:7].[OH-].[K+].[Br:10][CH2:11][CH3:12].[K+].[Br-].BrCC[C:18]1[C:27]2[C:22](=[CH:23][CH:24]=[CH:25][CH:26]=2)[CH:21]=[CH:20][CH:19]=1>C(#N)C>[Br-:10].[CH2:26]([N+:3]1[C:2]([Cl:1])=[C:6]([Cl:7])[N:5]([C:26]2[C:27]3[C:22](=[CH:21][CH:20]=[CH:19][CH:18]=3)[CH:23]=[CH:24][C:25]=2[CH2:11][CH3:12])[CH:4]=1)[CH2:27][CH2:18][CH2:19][CH2:20][CH2:21][CH2:22][CH3:23] |f:1.2,4.5,8.9|. Procedure: 4,5-Dichloroimidazole (1.23 g, 9 mmol) will be dissolved into acetonitrile. Potassium hydroxide (0.61 g, 9.9 mmol) will be added and the mixture will be allowed to stir for 0.5 h. 1-bromethane (9 mmol) will be added and the solution will be allowed to reflux overnight. The solution will be filtered hot to remove a white precipitate (presumed to be KBr) and 1-(2-bromoethyl)naphthalene (9 mmol) will be added and the mixture will be returned to reflux overnight. The mixture will be allowed to cool ... The reactants are [Br-], CCCCCCC, COC(=O)C=CCCCCl, [Li+], O. Product: COC(=O)C=CCCCBr. Reaction SMILES: [Br-:12].[CH3:13][CH2:14][CH2:15][CH2:16][CH2:17][CH2:18][CH3:19].[CH3:1][O:2][C:3]([CH:4]=[CH:5][CH2:6][CH2:7][CH2:8][Cl:9])=[O:10].[Li+:11].[OH2:20]>>[CH3:1][O:2][C:3]([CH:4]=[CH:5][CH2:6][CH2:7][CH2:8][Br:12])=[O:10]. Starting materials: CO, CC(C)(C)OC(=O)NCCN, COC(=O)c1nc(N)sc1-c1ccccc1. Yields the product CC(C)(C)OC(=O)NCCNC(=O)c1nc(N)sc1-c1ccccc1. RXN SMILES: [CH3:28][OH:29].[NH2:17][CH2:18][CH2:19][NH:20][C:21]([O:22][C:23]([CH3:24])([CH3:25])[CH3:26])=[O:27].[NH2:1][c:2]1[s:3][c:4](-[c:11]2[cH:12][cH:13][cH:14][cH:15][cH:16]2)[c:5]([C:7]([O:9][CH3:8])=[O:10])[n:6]1>>[NH2:1][c:2]1[s:3][c:4](-[c:11]2[cH:12][cH:13][cH:14][cH:15][cH:16]2)[c:5]([C:7](=[O:9])[NH:17][CH2:18][CH2:19][NH:20][C:21]([O:22][C:23]([CH3:24])([CH3:25])[CH3:26])=[O:27])[n:6]1. Reactants: ClC(C(=O)Cl)(Cl)Cl (trichloroacetyl chloride), ClC=1C(=C(/C=C/C(N)=NO)C=CC1)F ((E)-3-chloro-2-fluoro-cinnamamide oxime), N1=CC=CC=C1 (pyridine). Solvent: C(Cl)(Cl)Cl (chloroform). Conditions: time 1 hour. Product: ClC=1C(=C(/C=C/C2=NOC(=N2)C(Cl)(Cl)Cl)C=CC1)F ((E)-3-(3-chloro-2-fluoro-styryl)-5-trichloromethyl-1,2,4-oxadiazole). Isolated yield 48.7%. Reaction SMILES: [Cl:1][C:2]([Cl:7])([Cl:6])[C:3](Cl)=[O:4].[Cl:8][C:9]1[C:10]([F:21])=[C:11]([CH:18]=[CH:19][CH:20]=1)/[CH:12]=[CH:13]/[C:14](=[N:16]O)[NH2:15].N1C=CC=CC=1>C(Cl)(Cl)Cl>[Cl:8][C:9]1[C:10]([F:21])=[C:11]([CH:18]=[CH:19][CH:20]=1)/[CH:12]=[CH:13]/[C:14]1[N:16]=[C:3]([C:2]([Cl:7])([Cl:6])[Cl:1])[O:4][N:15]=1. Procedure details: 12.7 g (0.07 mol) of trichloroacetyl chloride are added dropwise to a suspension consisting of 6.4 g (0.03 mol) of (E)-3-chloro-2-fluoro-cinnamamide oxime in 90 ml of chloroform and 6 ml (0.07 mol) of dry pyridine. During this process, there is a slight evolution of heat. Subsequently, the mixture is stirred for 1 hour and the pyridine hydrochloride which separates out is filtered off and washed with chloroform. The filtrate is concentrated in vacuo and the remaining solid material is recrystall...